This data is from the Open Reaction Database (ORD), a public repository of structured organic reaction records. The task is: describe an organic reaction: reactants, conditions, products, and yield Reactants: C(C1=CC=CC=C1)OC1=C(N=C2N(CCOCC23CCOCC3)C1=O)C(=O)NCC1=C(C=C(C=C1)F)N1N=CN(C1=O)C (3′-(benzyloxy)-N-(4-fluoro-2-(4-methyl-5-oxo-4,5-dihydro-1H-1,2,4-triazol-1-yl)benzyl)-4′-oxo-2,3,4′,5,6,6′,7′,9′-octahydrospiro[pyran-4,10′-pyrimido[1,2-d][1,4]oxazepine]-2′-carboxamide), [H][H] (hydrogen). The reagents and catalysts are [Pd] (palladium on activated carbon). The solvent is C(C)(=O)OCC (ethyl acetate). Product: FC1=CC(=C(CNC(=O)C=2N=C3N(CCOCC34CCOCC4)C(C2O)=O)C=C1)N1N=CN(C1=O)C (N-(4-Fluoro-2-(4-methyl-5-oxo-4,5-dihydro-1H-1,2,4-triazol-1-yl)benzyl)-3′-hydroxy-4′-oxo-2,3,4′,5,6,6′,7′,9′-octahydrospiro[pyran-4,10′-pyrimido[1,2-d][1,4]oxazepine]-2′-carboxamide). Isolated yield 60.9%. As a reaction SMILES: C([O:8][C:9]1[C:24](=[O:25])[N:13]2[CH2:14][CH2:15][O:16][CH2:17][C:18]3([CH2:23][CH2:22][O:21][CH2:20][CH2:19]3)[C:12]2=[N:11][C:10]=1[C:26]([NH:28][CH2:29][C:30]1[CH:35]=[CH:34][C:33]([F:36])=[CH:32][C:31]=1[N:37]1[C:41](=[O:42])[N:40]([CH3:43])[CH:39]=[N:38]1)=[O:27])C1C=CC=CC=1.[H][H]>C(OCC)(=O)C.[Pd]>[F:36][C:33]1[CH:34]=[CH:35][C:30]([CH2:29][NH:28][C:26]([C:10]2[N:11]=[C:12]3[C:18]4([CH2:19][CH2:20][O:21][CH2:22][CH2:23]4)[CH2:17][O:16][CH2:15][CH2:14][N:13]3[C:24](=[O:25])[C:9]=2[OH:8])=[O:27])=[C:31]([N:37]2[C:41](=[O:42])[N:40]([CH3:43])[CH:39]=[N:38]2)[CH:32]=1. Reported procedure: To a solution of 3′-(benzyloxy)-N-(4-fluoro-2-(4-methyl-5-oxo-4,5-dihydro-1H-1,2,4-triazol-1-yl)benzyl)-4′-oxo-2,3,4′,5,6,6′,7′,9′-octahydrospiro[pyran-4,10′-pyrimido[1,2-d][1,4]oxazepine]-2′-carboxamide (0.093 g, 0.174 mmol) in ethyl acetate (5 mL) was added palladium on activated carbon (10%) (0.050 g) and the resulting mixture allowed to react under one atmosphere of hydrogen for 6 hours. The catalyst was removed by filtration and the filtrate was evaporated under reduce pressure to give a wh... The reactants are [N-]=[N+]=[N-].[Na+] (sodium azide), FC=1C=C(COC2=CC=C(C=C2)N2C[C@H](CC2=O)C(=O)O)C=CC1 ((S)-1-[4-(3-fluoro-benzyloxy)-phenyl]-5-oxo-pyrrolidine-3-carboxylic acid), CN1CCOCC1 (N-methylmorpholine), ClC(=O)OCC(C)C (isobutyl chloroformate). The solvent is O (water), O1CCOCC1 (dioxane). Reaction conditions: temperature -8 celsius, time 5 minute. Product: Cl.N[C@H]1CC(N(C1)C1=CC=C(C=C1)OCC1=CC(=CC=C1)F)=O ((S)-4-amino-1-[4-(3-fluoro-benzyloxy)-phenyl]-pyrrolidin-2-one hydrochloride). Reaction SMILES: [F:1][C:2]1[CH:3]=[C:4]([CH:22]=[CH:23][CH:24]=1)[CH2:5][O:6][C:7]1[CH:12]=[CH:11][C:10]([N:13]2[C:17](=[O:18])[CH2:16][C@H:15](C(O)=O)[CH2:14]2)=[CH:9][CH:8]=1.C[N:26]1CCOCC1.[Cl:32]C(OCC(C)C)=O.[N-]=[N+]=[N-].[Na+]>O1CCOCC1.O>[ClH:32].[NH2:26][C@@H:15]1[CH2:14][N:13]([C:10]2[CH:11]=[CH:12][C:7]([O:6][CH2:5][C:4]3[CH:22]=[CH:23][CH:24]=[C:2]([F:1])[CH:3]=3)=[CH:8][CH:9]=2)[C:17](=[O:18])[CH2:16]1 |f:3.4,7.8|. Reported procedure: A solution of 61 mmol of (S)-1-[4-(3-fluoro-benzyloxy)-phenyl]-5-oxo-pyrrolidine-3-carboxylic acid in 300 ml of dioxane was treated with 61 mmol of N-methylmorpholine. Thereafter, the reaction mixture was cooled to −8° C., and 61 mmol of isobutyl chloroformate was added. After stirring for 5 min, a solution of 121 mmol of sodium azide in 40 ml water was added while the temperature rose to 0° C. After stirring for 70 min at 0° C., the suspension was filtered over Dicalite®. The filtrate was dilut... Starting materials: NC1=CC=C(C=C2C=NC3=NC=CC=C23)C=C1 (3-(4-aminobenzylidene)-7-azaindole), [Cl-].C[NH3+] (methylammonium chloride), CO (methanol), O=CC(O)CO (glyceraldehyde), Ice, C#N (HCN), C(#N)[BH3-].[Na+] (sodium cyanoborohydride). Run at time 50 hour. Yields the product OC(CNC1=CC=C(C=C1)C=C1C(NC2=NC=CC=C12)=O)CO (3-[4-(2,3-dihydroxypropylamino)phenylmethylene]-7-azaoxindole). Yield: 60.0%. RXN SMILES: [NH2:1][C:2]1[CH:17]=[CH:16][C:5]([CH:6]=[C:7]2[C:15]3[C:10](=[N:11][CH:12]=[CH:13][CH:14]=3)[N:9]=[CH:8]2)=[CH:4][CH:3]=1.[Cl-].C[NH3+].C([BH3-])#N.[Na+].[O:25]=[CH:26][CH:27]([CH2:29]O)[OH:28].C#N.C[OH:34]>>[OH:28][CH:27]([CH2:26][OH:25])[CH2:29][NH:1][C:2]1[CH:3]=[CH:4][C:5]([CH:6]=[C:7]2[C:15]3[C:10](=[N:11][CH:12]=[CH:13][CH:14]=3)[NH:9][C:8]2=[O:34])=[CH:16][CH:17]=1 |f:1.2,3.4|. Procedure: To a stirred solution of 3-(4-aminobenzylidene)-7-azaindole (2.373 g, 10 mmol) in methanol (30 ml) was added anhydrous methylammonium chloride (0.60 g, 10 mmol). Then sodium cyanoborohydride (0.378 g, 6 mmol) was added in portions. Finally, glyceraldehyde (0.901 g, 10 mmol) was added portionwise over 30 min and the solution stirred at room temperature for 50 h. Ice cold 6N HCl was added until gas evolution (HCN) stopped and the pH of the solution was 2. The methanol was evaporated in vacuo and t... Reactants: C(C)(C)(C)[Si](O[C@H](C)[C@@H]1[C@H]2[C@H](C(=C(N2C1=O)C(=O)OCC=C)SC)C)(C)C (allyl (4R,5S,6S)-6-[(1R)-1-(tertbutyldimethylsilyloxy)ethyl]-4-methyl-3-methylthio-7-oxo-1-azabicyclo[3.2.0]hept-2-ene-2-carboxylate), ClC1=CC(=CC=C1)C(=O)OO (meta-chloroperbenzoic acid). Solvent: ClCCl (dichloromethane). Reaction conditions: time 10 minute. Product: [Si](C)(C)(C(C)(C)C)O[C@H](C)[C@@H]1[C@H]2[C@H](C(=C(N2C1=O)C(=O)OCC=C)S(=O)C)C (allyl (4R,5S,6S)-6-[(1R)-1-(tert-butyldimethylsilyloxy)ethyl]-4-methyl-3-methylsulfinyl-7-oxo-1-azabicyclo[3.2.0]hept-2-ene-2-carboxylate). Yield: 93.3%. As a reaction SMILES: [C:1]([Si:5]([CH3:27])([CH3:26])[O:6][C@@H:7]([C@H:9]1[C:15](=[O:16])[N:14]2[C@@H:10]1[C@@H:11]([CH3:25])[C:12]([S:23][CH3:24])=[C:13]2[C:17]([O:19][CH2:20][CH:21]=[CH2:22])=[O:18])[CH3:8])([CH3:4])([CH3:3])[CH3:2].ClC1C=CC=C(C(OO)=[O:36])C=1>ClCCl>[Si:5]([O:6][C@@H:7]([C@H:9]1[C:15](=[O:16])[N:14]2[C@@H:10]1[C@@H:11]([CH3:25])[C:12]([S:23]([CH3:24])=[O:36])=[C:13]2[C:17]([O:19][CH2:20][CH:21]=[CH2:22])=[O:18])[CH3:8])([C:1]([CH3:3])([CH3:2])[CH3:4])([CH3:27])[CH3:26]. Reported procedure: To a solution of allyl (4R,5S,6S)-6-[(1R)-1-(tertbutyldimethylsilyloxy)ethyl]-4-methyl-3-methylthio-7-oxo-1-azabicyclo[3.2.0]hept-2-ene-2-carboxylate (66 mg) in dichloromethane (1 ml) cooled to 0° C. was added meta-chloroperbenzoic acid (27.7 mg). The mixture was stirred for 10 minutes at the same temperature, washed with aqueous sodium bicarbonate solution and dried. The solvent was removed under reduced pressure and the residue was purified by silica gel chromatography to give allyl (4R,5S,6S)... Reported procedure: The title compound (98 mg) was prepared from 4-bromoaniline (1 g, 5.81 mmol) and 3-isopropoxyphenylboronic acid (1.96 g, 7.55 mmol) as a yellow liquid. The yield is 7.5%. Reactants: BrC1=CC=C(N)C=C1 (4-bromoaniline), C(C)(C)OC=1C=C(C=CC1)B(O)O (3-isopropoxyphenylboronic acid). Product: C1(CC1)OC=1C=C(C=CC1)C1=CC=C(C=C1)N (3′-cyclopropoxybiphenyl-4-amine). As a reaction SMILES: Br[C:2]1[CH:8]=[CH:7][C:5]([NH2:6])=[CH:4][CH:3]=1.[CH:9]([O:12][C:13]1[CH:14]=[C:15](B(O)O)[CH:16]=[CH:17][CH:18]=1)([CH3:11])[CH3:10]>>[CH:9]1([O:12][C:13]2[CH:14]=[C:15]([C:2]3[CH:8]=[CH:7][C:5]([NH2:6])=[CH:4][CH:3]=3)[CH:16]=[CH:17][CH:18]=2)[CH2:11][CH2:10]1. Reactants: FC1=C(C=CC=C1C)C=1C=C(C(N(C1C)CC(F)(F)F)=O)[N+](=O)[O-] (5-(2-fluoro-3-methylphenyl)-6-methyl-3-nitro-1-(2,2,2-trifluoroethyl)pyridin-2(1H)-one), Cl (hydrochloric acid), [H][H] (hydrogen). The reagents and catalysts are [Pt](=O)=O (platinum(IV) oxide). Run in CO (methanol). The product is N[C@@H]1C(N([C@@H]([C@@H](C1)C1=C(C(=CC=C1)C)F)C)CC(F)(F)F)=O ((3S,5S,6R)-3-Amino-5-(2-fluoro-3-methylphenyl)-6-methyl-1-(2,2,2-trifluoroethyl)piperidin-2-one). As a reaction SMILES: [F:1][C:2]1[C:7]([CH3:8])=[CH:6][CH:5]=[CH:4][C:3]=1[C:9]1[CH:10]=[C:11]([N+:22]([O-])=O)[C:12](=[O:21])[N:13]([CH2:16][C:17]([F:20])([F:19])[F:18])[C:14]=1[CH3:15].Cl.[H][H]>CO.[Pt](=O)=O>[NH2:22][C@H:11]1[CH2:10][C@@H:9]([C:3]2[CH:4]=[CH:5][CH:6]=[C:7]([CH3:8])[C:2]=2[F:1])[C@@H:14]([CH3:15])[N:13]([CH2:16][C:17]([F:19])([F:18])[F:20])[C:12]1=[O:21]. Procedure details: A mixture of 5-(2-fluoro-3-methylphenyl)-6-methyl-3-nitro-1-(2,2,2-trifluoroethyl)pyridin-2(1H)-one (1.95 g, 5.66 mmol), platinum(IV) oxide (0.643 g, 2.83 mmol), and concentrated aqueous hydrochloric acid solution (12 M, 4.72 mL, 56.6 mmol) in methanol (57 mL) was shaken under 50 psi of hydrogen at 23° C. for 5 h. The catalyst was removed by filtration through Celite® and washed thoroughly with methanol. The filtrate was concentrated, and the residue was partitioned between ethyl acetate and sat...